From a dataset of the Open Reaction Database (ORD), a public repository of structured organic reaction records. describe an organic reaction: reactants, conditions, products, and yield Starting materials: Cc1ccc(-c2c(NS(=O)(=O)c3ccc(C(C)(C)C)cc3)ncnc2OCCOc2ncc(C=Cc3ccccc3)cn2)cc1, C, CCO, C1CCOC1, [Pd]. The product is Cc1ccc(-c2c(NS(=O)(=O)c3ccc(C(C)(C)C)cc3)ncnc2OCCOc2ncc(CCc3ccccc3)cn2)cc1. As a reaction SMILES: [C:1]([CH3:2])([CH3:3])([CH3:4])[c:5]1[cH:6][cH:7][c:8]([S:11](=[O:12])(=[O:13])[NH:14][c:15]2[n:16][cH:17][n:18][c:19]([O:28][CH2:29][CH2:30][O:31][c:32]3[n:33][cH:34][c:35]([CH:38]=[CH:39][c:40]4[cH:41][cH:42][cH:43][cH:44][cH:45]4)[cH:36][n:37]3)[c:20]2-[c:21]2[cH:22][cH:23][c:24]([CH3:27])[cH:25][cH:26]2)[cH:9][cH:10]1.[C:49].[CH3:46][CH2:47][OH:48].[O:51]1[CH2:52][CH2:53][CH2:54][CH2:55]1.[Pd:50]>>[C:1]([CH3:2])([CH3:3])([CH3:4])[c:5]1[cH:6][cH:7][c:8]([S:11](=[O:12])(=[O:13])[NH:14][c:15]2[n:16][cH:17][n:18][c:19]([O:28][CH2:29][CH2:30][O:31][c:32]3[n:33][cH:34][c:35]([CH2:38][CH2:39][c:40]4[cH:41][cH:42][cH:43][cH:44][cH:45]4)[cH:36][n:37]3)[c:20]2-[c:21]2[cH:22][cH:23][c:24]([CH3:27])[cH:25][cH:26]2)[cH:9][cH:10]1.